From a dataset of the Open Reaction Database (ORD), a public repository of structured organic reaction records. describe an organic reaction: reactants, conditions, products, and yield Starting materials: [H-].[Al+3].[Li+].[H-].[H-].[H-] (lithium aluminum hydride), COC=1C=C2C=C(NC2=C(C1OC)OC)C(=O)N1CCN(CC1)C(=O)C=1NC2=C(C(=C(C=C2C1)OC)OC)OC (N,N′-Bis(5,6,7-trimethoxyindole-2-carbonyl)-piperazine), O.O.O.O.O.O.O.O.O.O.S(=O)(=O)([O-])[O-].[Na+].[Na+] (sodium sulfate decahydrate). Run in C1CCOC1 (THF). Reaction conditions: time 6 hour. The product is COC=1C=C2C=C(NC2=C(C1OC)OC)CN1CCN(CC1)CC=1NC2=C(C(=C(C=C2C1)OC)OC)OC (N,N′-bis[(5,6,7-trimethoxyindol-2-yl)-methyl]piperazine). RXN SMILES: [CH3:1][O:2][C:3]1[CH:4]=[C:5]2[C:9](=[C:10]([O:14][CH3:15])[C:11]=1[O:12][CH3:13])[NH:8][C:7]([C:16]([N:18]1[CH2:23][CH2:22][N:21]([C:24]([C:26]3[NH:27][C:28]4[C:33]([CH:34]=3)=[CH:32][C:31]([O:35][CH3:36])=[C:30]([O:37][CH3:38])[C:29]=4[O:39][CH3:40])=O)[CH2:20][CH2:19]1)=O)=[CH:6]2.[H-].[Al+3].[Li+].[H-].[H-].[H-].O.O.O.O.O.O.O.O.O.O.S([O-])([O-])(=O)=O.[Na+].[Na+]>C1COCC1>[CH3:36][O:35][C:31]1[CH:32]=[C:33]2[C:28](=[C:29]([O:39][CH3:40])[C:30]=1[O:37][CH3:38])[NH:27][C:26]([CH2:24][N:21]1[CH2:20][CH2:19][N:18]([CH2:16][C:7]3[NH:8][C:9]4[C:5]([CH:6]=3)=[CH:4][C:3]([O:2][CH3:1])=[C:11]([O:12][CH3:13])[C:10]=4[O:14][CH3:15])[CH2:23][CH2:22]1)=[CH:34]2 |f:1.2.3.4.5.6,7.8.9.10.11.12.13.14.15.16.17.18.19|. Reported procedure: N,N′-Bis(5,6,7-trimethoxyindole-2-carbonyl)-piperazine (148 mg) was dissolved in THF (5 mL), and lithium aluminum hydride (10 mg) was gradually added to the solution under ice cooling. The mixture was warmed to room temperature and stirred for 6 hours, and sodium sulfate decahydrate was added thereto. After filtration, the filtrate was concentrated under reduced pressure and purified by column chromatography on silica gel (chloroform:methanol=20:1) to obtain the title compound as a free base. The reactants are [Cl-].C1(CCCC1)C[NH2+]CCCl (N-cyclopentylmethyl-N-(2-chloroethyl)ammonium chloride), CC1=C(C=CC(=C1)[N+](=O)[O-])N=C=S (2-methyl-4-nitrophenyl isothiocyanate). Product: CC1=C(C=CC(=C1)[N+](=O)[O-])N=C1SCCN1CC1CCCC1 (2-(2-methyl-4-nitrophenylimino)-3-(cyclopentylmethyl)-1,3-thiazolidine). RXN SMILES: [Cl-].[CH:2]1([CH2:7][NH2+:8][CH2:9][CH2:10]Cl)[CH2:6][CH2:5][CH2:4][CH2:3]1.[CH3:12][C:13]1[CH:18]=[C:17]([N+:19]([O-:21])=[O:20])[CH:16]=[CH:15][C:14]=1[N:22]=[C:23]=[S:24]>>[CH3:12][C:13]1[CH:18]=[C:17]([N+:19]([O-:21])=[O:20])[CH:16]=[CH:15][C:14]=1[N:22]=[C:23]1[N:8]([CH2:7][CH:2]2[CH2:6][CH2:5][CH2:4][CH2:3]2)[CH2:9][CH2:10][S:24]1 |f:0.1|. Procedure: 2-Hydroxyethylamine was reacted with cyclopentylmethyl bromide according to Method B2a to give N-cyclopentylmethyl-N-(2-hydroxyethyl)amine. The alcohol was reacted with SOCl2 according to Method B7c to give N-cyclopentylmethyl-N-(2-chloroethyl)ammonium chloride. The chloroethylamine was reacted with 2-methyl-4-nitrophenyl isothiocyanate to give 2-(2-methyl-4-nitrophenylimino)-3-(cyclopentylmethyl)-1,3-thiazolidine.